Dataset: the Open Reaction Database (ORD), a public repository of structured organic reaction records. Task: describe an organic reaction: reactants, conditions, products, and yield The reactants are CCOC(=O)C12CC1CN(C)C2, CCO, O, O=S(=O)(O)O. The product is CN1CC2CC2(C(=O)O)C1. RXN SMILES: [CH2:1]([CH3:2])[O:3][C:4](=[O:5])[C:6]12[CH2:7][N:8]([CH3:12])[CH2:9][CH:10]1[CH2:11]2.[CH3:18][CH2:19][OH:20].[OH2:21].[S:13](=[O:14])(=[O:15])([OH:16])[OH:17]>>[O:3]=[C:4]([OH:5])[C:6]12[CH2:7][N:8]([CH3:12])[CH2:9][CH:10]1[CH2:11]2.